This data is from the Open Reaction Database (ORD), a public repository of structured organic reaction records. The task is: describe an organic reaction: reactants, conditions, products, and yield Reactants: N1C=NC=C1 (imidazole), Cl.ClC1=CC=C2C(C(CSC2=C1)CN(C)C)=O (7-chloro-3-(dimethylaminomethyl)thiochroman-4-one hydrochloride). The solvent is O (water). Reaction conditions: time 8 hour. Product: ClC1=CC=C2C(C(CSC2=C1)CC=1NC=CN1)=O (7-Chloro-3-(1'-Imidazolylmethyl)thiochroman-4-One). As a reaction SMILES: [NH:1]1[CH:5]=[CH:4][N:3]=[CH:2]1.Cl.[Cl:7][C:8]1[CH:17]=[C:16]2[C:11]([C:12](=[O:22])[CH:13]([CH2:18]N(C)C)[CH2:14][S:15]2)=[CH:10][CH:9]=1>O>[Cl:7][C:8]1[CH:17]=[C:16]2[C:11]([C:12](=[O:22])[CH:13]([CH2:18][C:2]3[NH:1][CH:5]=[CH:4][N:3]=3)[CH2:14][S:15]2)=[CH:10][CH:9]=1 |f:1.2|. Procedure: Dissolve imidazole (25.8 gms., 380 mmols) in water (100 ml.) and add 7-chloro-3-(dimethylaminomethyl)thiochroman-4-one hydrochloride (11.1 gms., 38.0 mmols). Stir the reaction mixture overnight at room temperature, then add water (1 liter) and extract with chloroform (500 ml.). Wash the chloroform solution with 2 liter portions of water, dry over anhydrous magnesium sulfate, filter and evaporate in vacuo to a residue. Chromatograph the residue on a silica gel column eluting with chloroform. Comb...